This data is from the Open Reaction Database (ORD), a public repository of structured organic reaction records. The task is: describe an organic reaction: reactants, conditions, products, and yield The reactants are CCN=C=NCCCN(C)C, CN(C)C=O, Cl, O=C(O)c1cc([N+](=O)[O-])ccc1F, NCc1ccc2c(c1)OCO2, On1nnc2ccccc21. Yields the product O=C(NCc1ccc2c(c1)OCO2)c1cc([N+](=O)[O-])ccc1F. Reaction SMILES: [CH3:26][N:27]([CH3:28])[CH2:29][CH2:30][CH2:31][N:32]=[C:33]=[N:34][CH2:35][CH3:36].[CH3:47][N:48]([CH3:49])[CH:50]=[O:51].[ClH:25].[F:1][c:2]1[c:3]([C:4](=[O:5])[OH:6])[cH:7][c:8]([N+:11](=[O:12])[O-:13])[cH:9][cH:10]1.[O:14]1[CH2:15][O:16][c:17]2[c:18]1[cH:19][cH:20][c:21]([CH2:23][NH2:24])[cH:22]2.[OH:37][n:38]1[c:39]2[cH:40][cH:41][cH:42][cH:43][c:44]2[n:45][n:46]1>>[F:1][c:2]1[c:3]([C:4](=[O:6])[NH:24][CH2:23][c:21]2[cH:20][cH:19][c:18]3[c:17]([cH:22]2)[O:16][CH2:15][O:14]3)[cH:7][c:8]([N+:11](=[O:12])[O-:13])[cH:9][cH:10]1. Reactants: C(C1=CC=CC=C1)(=O)O[C@@H]1[C@@H](OCCN=[N+]=[N-])O[C@@H]([C@H]([C@@H]1OC(C1=CC=CC=C1)=O)OC(C1=CC=CC=C1)=O)CO (2-azidoethyl 2,3,4-tri-O-benzoyl-α-D-mannopyranoside), C(C1=CC=CC=C1)(=O)O[C@@H]1[C@@H](OC(C(Cl)(Cl)Cl)=N)O[C@@H]([C@H]([C@@H]1OC(C1=CC=CC=C1)=O)OC(C1=CC=CC=C1)=O)COC(C1=CC=CC=C1)=O (2,3,4,6-tetra-O-benzoyl-1-O-(2,2,2-trichloroethanimidoyl)-α-D-mannopyranose), [Si](C)(C)(C)OS(=O)(=O)C(F)(F)F (TMSOTf). The solvent is C(Cl)Cl (CH2Cl2). Conditions: temperature -78 celsius, time 30 minute. Product: C(C1=CC=CC=C1)(=O)O[C@@H]1[C@@H](OCCN=[N+]=[N-])O[C@@H]([C@H]([C@@H]1OC(C1=CC=CC=C1)=O)OC(C1=CC=CC=C1)=O)CO[C@@H]1[C@@H](OC(C2=CC=CC=C2)=O)[C@@H](OC(C2=CC=CC=C2)=O)[C@H](OC(C2=CC=CC=C2)=O)[C@H](O1)COC(C1=CC=CC=C1)=O (2-azidoethyl 2,3,4-tri-O-benzoyl-6-O-(2,3,4,6-tetra-O-benzoyl-α-D-mannopyranosyl)-α-D-mannopyranoside). As a reaction SMILES: [C:1]([O:9][C@H:10]1[C@@H:21]([O:22][C:23](=[O:30])[C:24]2[CH:29]=[CH:28][CH:27]=[CH:26][CH:25]=2)[C@H:20]([O:31][C:32](=[O:39])[C:33]2[CH:38]=[CH:37][CH:36]=[CH:35][CH:34]=2)[C@@H:19]([CH2:40][OH:41])[O:18][C@@H:11]1[O:12][CH2:13][CH2:14][N:15]=[N+:16]=[N-:17])(=[O:8])[C:2]1[CH:7]=[CH:6][CH:5]=[CH:4][CH:3]=1.[C:42]([O:50][C@H:51]1[C@@H:63]([O:64][C:65](=[O:72])[C:66]2[CH:71]=[CH:70][CH:69]=[CH:68][CH:67]=2)[C@H:62]([O:73][C:74](=[O:81])[C:75]2[CH:80]=[CH:79][CH:78]=[CH:77][CH:76]=2)[C@@H:61]([CH2:82][O:83][C:84](=[O:91])[C:85]2[CH:90]=[CH:89][CH:88]=[CH:87][CH:86]=2)[O:60][C@@H:52]1OC(=N)C(Cl)(Cl)Cl)(=[O:49])[C:43]1[CH:48]=[CH:47][CH:46]=[CH:45][CH:44]=1.[Si](OS(C(F)(F)F)(=O)=O)(C)(C)C>C(Cl)Cl>[C:1]([O:9][C@H:10]1[C@@H:21]([O:22][C:23](=[O:30])[C:24]2[CH:29]=[CH:28][CH:27]=[CH:26][CH:25]=2)[C@H:20]([O:31][C:32](=[O:39])[C:33]2[CH:38]=[CH:37][CH:36]=[CH:35][CH:34]=2)[C@@H:19]([CH2:40][O:41][C@H:52]2[O:60][C@H:61]([CH2:82][O:83][C:84](=[O:91])[C:85]3[CH:90]=[CH:89][CH:88]=[CH:87][CH:86]=3)[C@@H:62]([O:73][C:74](=[O:81])[C:75]3[CH:76]=[CH:77][CH:78]=[CH:79][CH:80]=3)[C@H:63]([O:64][C:65](=[O:72])[C:66]3[CH:67]=[CH:68][CH:69]=[CH:70][CH:71]=3)[C@@H:51]2[O:50][C:42](=[O:49])[C:43]2[CH:44]=[CH:45][CH:46]=[CH:47][CH:48]=2)[O:18][C@@H:11]1[O:12][CH2:13][CH2:14][N:15]=[N+:16]=[N-:17])(=[O:8])[C:2]1[CH:7]=[CH:6][CH:5]=[CH:4][CH:3]=1. Reported procedure: In a 100 mL round bottom flask was added 2-azidoethyl 2,3,4-tri-O-benzoyl-α-D-mannopyranoside (720 mg, 1.282 mmol), 2,3,4,6-tetra-O-benzoyl-1-O-(2,2,2-trichloroethanimidoyl)-α-D-mannopyranose (1.14 g, 1.539 mmol) and 4 Å molecular sieves (300 mg). To the above mixture was added CH2Cl2 (10 mL). The reaction mixture was cooled to -78° C. To the above mixture was added TMSOTf (23.2 μL, 0.128 mmol). The mixture was allowed to gradually warm to 0° C. and stirred for 30 min. The reaction was then quen... The reactants are C(C)(C)OC1=CC=C(C=C1)NC(=O)[C@@H]1C[C@H]2CN([C@@H]1CC2)S(=O)(=O)C=2N=CN(C2)C ((1R*,4S*,6R*)-N-(4-Isopropoxyphenyl)-2-[(1-methyl-1H-imidazol-4-yl)sulfonyl]-2-azabicyclo[2.2.2]octane-6-carboxamide), CCCCCC (hexane). Solvent: C(C)(C)O (isopropyl alcohol). Product: C(C)(C)OC1=CC=C(C=C1)NC(=O)C1CC2CN(C1CC2)S(=O)(=O)C=2N=CN(C2)C (N-(4-isopropoxyphenyl)-2-[(1-methyl-1H-imidazol-4-yl)sulfonyl]-2-azabicyclo[2.2.2]octane-6-carboxamide). The yield is 49.3%. RXN SMILES: [CH:1]([O:4][C:5]1[CH:10]=[CH:9][C:8]([NH:11][C:12]([C@H:14]2[C@H:19]3[CH2:20][CH2:21][C@H:16]([CH2:17][N:18]3[S:22]([C:25]3[N:26]=[CH:27][N:28]([CH3:30])[CH:29]=3)(=[O:24])=[O:23])[CH2:15]2)=[O:13])=[CH:7][CH:6]=1)([CH3:3])[CH3:2].CCCCCC>C(O)(C)C>[CH:1]([O:4][C:5]1[CH:6]=[CH:7][C:8]([NH:11][C:12]([CH:14]2[CH:19]3[CH2:20][CH2:21][CH:16]([CH2:17][N:18]3[S:22]([C:25]3[N:26]=[CH:27][N:28]([CH3:30])[CH:29]=3)(=[O:23])=[O:24])[CH2:15]2)=[O:13])=[CH:9][CH:10]=1)([CH3:3])[CH3:2]. Procedure details: The compound (60 mg, 0.138 mmol) synthesized in Example 26 was optically resolved using normal-phase chiral HPLC(CHIRALPAK AD 2 cm ø×25 cmL (Daicel Chemical Industries, Ltd.); mobile phase: hexane:isopropyl alcohol=60:40; flow rate: 10 ml/min; isogradient), and (1R**,4S**,6R**)-N-(4-isopropoxyphenyl)-2-[(1-methyl-1H-imidazol-4-yl)sulfonyl]-2-azabicyclo[2.2.2]octane-6-carboxamide (retention time: 14.2 min; 26.6 mg), and (1S**,4R**,6S**)-N-(4-isopropoxyphenyl)-2-[(1-methyl-1H-imidazol-4-yl)sulfony... Procedure: Maltotriose (G3), Maltotetraose (G4), Maltopentaose (G5), Maltohexaose (G6), Maltoheptaose (G7), and Amylose DP-17: manufactured by Hayashibara Biochemical Co. As a reaction SMILES: [CH2:1]([OH:34])[C@H:2]1[O:7][C@H:6]([O:8][C@H:9]2[C@H:14]([OH:15])[C@@H:13]([OH:16])[C@@H:12]([O:17][C@H]3[C@H](O)[C@@H](O)[C@@H](O)O[C@@H]3CO)[O:11][C@@H:10]2[CH2:29][OH:30])[C@H:5]([OH:31])[C@@H:4]([OH:32])[C@@H:3]1[OH:33].C(O)[C@H]1O[C@H](O[C@H]2[C@H](O)[C@@H](O)[C@@H](O[C@H]3[C@H](O)[C@@H](O)[C@@H](O[C@H]4[C@H](O)[C@@H](O)[C@@H](O)O[C@@H]4CO)O[C@@H]3CO)O[C@@H]2CO)[C@H](O)[C@@H](O)[C@@H]1O.C(O)[C@H]1O[C@H](O[C@H]2[C@H](O)[C@@H](O)[C@@H](O[C@H]3[C@H](O)[C@@H](O)[C@@H](O[C@H]4[C@H](O)[C@@H](O)[C@@H](O[C@H]5[C@H](O)[C@@H](O)[C@@H](O)O[C@@H]5CO)O[C@@H]4CO)O[C@@H]3CO)O[C@@H]2CO)[C@H](O)[C@@H](O)[C@@H]1O.C(O)[C@H]1O[C@H](O[C@H]2[C@H](O)[C@@H](O)[C@@H](O[C@H]3[C@H](O)[C@@H](O)[C@@H](O[C@H]4[C@H](O)[C@@H](O)[C@@H](O[C@H]5[C@H](O)[C@@H](O)[C@@H](O[C@H]6[C@H](O)[C@@H](O)C(O)O[C@@H]6CO)O[C@@H]5CO)O[C@@H]4CO)O[C@@H]3CO)O[C@@H]2CO)[C@H](O)[C@@H](O)[C@@H]1O.C(O)[C@H]1O[C@H](O[C@H]2[C@H](O)[C@@H](O)[C@@H](O[C@H]3[C@H](O)[C@@H](O)[C@@H](O[C@H]4[C@H](O)[C@@H](O)[C@@H](O[C@H]5[C@H](O)[C@@H](O)[C@@H](O[C@H]6[C@H](O)[C@@H](O)[C@@H](O[C@H]7[C@H](O)[C@@H](O)C(O)O[C@@H]7CO)O[C@@H]6CO)O[C@@H]5CO)O[C@@H]4CO)O[C@@H]3CO)O[C@@H]2CO)[C@H](O)[C@@H](O)[C@@H]1O>>[CH2:1]([OH:34])[C@H:2]1[O:7][C@H:6]([O:8][C@H:9]2[C@H:14]([OH:15])[C@@H:13]([OH:16])[C@H:12]([OH:17])[O:11][C@@H:10]2[CH2:29][OH:30])[C@H:5]([OH:31])[C@@H:4]([OH:32])[C@@H:3]1[OH:33]. Reactants: C([C@@H]1[C@H]([C@@H]([C@H]([C@H](O1)O[C@@H]2[C@H](O[C@@H]([C@@H]([C@H]2O)O)O[C@@H]3[C@H](O[C@@H]([C@@H]([C@H]3O)O)O)CO)CO)O)O)O)O (Maltotriose), C([C@@H]1[C@H]([C@@H]([C@H]([C@H](O1)O[C@@H]2[C@H](O[C@@H]([C@@H]([C@H]2O)O)O[C@@H]3[C@H](O[C@@H]([C@@H]([C@H]3O)O)O[C@@H]4[C@H](O[C@@H]([C@@H]([C@H]4O)O)O[C@@H]5[C@H](O[C@@H]([C@@H]([C@H]5O)O)O[C@@H]6[C@H](OC([C@@H]([C@H]6O)O)O)CO)CO)CO)CO)CO)O)O)O)O (Maltohexaose), C([C@@H]1[C@H]([C@@H]([C@H]([C@H](O1)O[C@@H]2[C@H](O[C@@H]([C@@H]([C@H]2O)O)O[C@@H]3[C@H](O[C@@H]([C@@H]([C@H]3O)O)O[C@@H]4[C@H](O[C@@H]([C@@H]([C@H]4O)O)O[C@@H]5[C@H](O[C@@H]([C@@H]([C@H]5O)O)O[C@@H]6[C@H](O[C@@H]([C@@H]([C@H]6O)O)O[C@@H]7[C@H](OC([C@@H]([C@H]7O)O)O)CO)CO)CO)CO)CO)CO)O)O)O)O (Maltoheptaose), C([C@@H]1[C@H]([C@@H]([C@H]([C@H](O1)O[C@@H]2[C@H](O[C@@H]([C@@H]([C@H]2O)O)O[C@@H]3[C@H](O[C@@H]([C@@H]([C@H]3O)O)O[C@@H]4[C@H](O[C@@H]([C@@H]([C@H]4O)O)O)CO)CO)CO)O)O)O)O (Maltotetraose), C([C@@H]1[C@H]([C@@H]([C@H]([C@H](O1)O[C@@H]2[C@H](O[C@@H]([C@@H]([C@H]2O)O)O[C@@H]3[C@H](O[C@@H]([C@@H]([C@H]3O)O)O[C@@H]4[C@H](O[C@@H]([C@@H]([C@H]4O)O)O[C@@H]5[C@H](O[C@@H]([C@@H]([C@H]5O)O)O)CO)CO)CO)CO)O)O)O)O (Maltopentaose), Amylose. The product is C([C@@H]1[C@H]([C@@H]([C@H]([C@H](O1)O[C@@H]2[C@H](O[C@H]([C@@H]([C@H]2O)O)O)CO)O)O)O)O (Maltose).